From a dataset of the Open Reaction Database (ORD), a public repository of structured organic reaction records. describe an organic reaction: reactants, conditions, products, and yield The reactants are CCOCc1nc2c(N)nc3cccnc3c2n1CCO[Si](C)(C)C(C)(C)C, CCO, Cl. Yields the product CCOCc1nc2c(N)nc3cccnc3c2n1CCO. As a reaction SMILES: [C:1]([Si:2]([CH3:3])([CH3:4])[O:6][CH2:7][CH2:8][n:9]1[c:10]([CH2:23][O:24][CH2:25][CH3:26])[n:11][c:12]2[c:13]([NH2:22])[n:14][c:15]3[cH:16][cH:17][cH:18][n:19][c:20]3[c:21]12)([CH3:5])([CH3:27])[CH3:28].[CH3:30][CH2:31][OH:32].[ClH:29]>>[OH:6][CH2:7][CH2:8][n:9]1[c:10]([CH2:23][O:24][CH2:25][CH3:26])[n:11][c:12]2[c:13]([NH2:22])[n:14][c:15]3[cH:16][cH:17][cH:18][n:19][c:20]3[c:21]12.